This data is from the Open Reaction Database (ORD), a public repository of structured organic reaction records. The task is: describe an organic reaction: reactants, conditions, products, and yield Run in C(Cl)Cl.CO (DCM MeOH), C(C)OCC (ethyl ether). Yields the product ClC1=NC=C(C(=N1)NC1=C(C(=O)OC)C=CC=C1)Cl (methyl 2-(2,5-dichloropyrimidin-4-ylamino)benzoate). Reaction SMILES: [Cl:1][C:2]1[N:7]=[C:6]([NH:8][C:9]2[CH:17]=[CH:16][CH:15]=[CH:14][C:10]=2[C:11]([OH:13])=[O:12])[C:5]([Cl:18])=[CH:4][N:3]=1.[CH3:19][Si](C=[N+]=[N-])(C)C>C(Cl)Cl.CO.C(OCC)C>[Cl:1][C:2]1[N:7]=[C:6]([NH:8][C:9]2[CH:17]=[CH:16][CH:15]=[CH:14][C:10]=2[C:11]([O:13][CH3:19])=[O:12])[C:5]([Cl:18])=[CH:4][N:3]=1 |f:2.3|. Reported procedure: To a solution of 2-(2,5-dichloropyrimidin-4-ylamino)benzoic acid (300 mg, 1.1 mmol) in DCM/MeOH (10/5 mL) is added trimethylsilyl diazomethane in ethyl ether solution (2.0 M, 2 mL). The mixture is stirred for 30 min and concentrated to afford methyl 2-(2,5-dichloropyrimidin-4-ylamino)benzoate as yellow solid. Starting materials: ClC1=NC=C(C(=N1)NC1=C(C(=O)O)C=CC=C1)Cl (2-(2,5-dichloropyrimidin-4-ylamino)benzoic acid), C[Si](C)(C)C=[N+]=[N-] (trimethylsilyl diazomethane). Run at time 30 minute. The reactants are CC=1C=C(NN1)CC(=O)O (5-methyl-2H-pyrazol-3-yl-acetic acid), NC1=C(C=C(C=C1)Cl)C(=O)C1=CC=CC=C1 ((2-amino-5-chloro-phenyl)-phenyl-methanone). Yields the product ClC=1C=C2C(=C(C(NC2=CC1)=O)C=1NN=C(C1)C)C1=CC=CC=C1 (6-Chloro-3-(5-methyl-2H-pyrazol-3-yl)-4-phenyl-1H-quinolin-2-one). Isolated yield 23.0%. RXN SMILES: [CH3:1][C:2]1[CH:3]=[C:4]([CH2:7][C:8]([OH:10])=O)[NH:5][N:6]=1.[NH2:11][C:12]1[CH:17]=[CH:16][C:15]([Cl:18])=[CH:14][C:13]=1[C:19]([C:21]1[CH:26]=[CH:25][CH:24]=[CH:23][CH:22]=1)=O>>[Cl:18][C:15]1[CH:14]=[C:13]2[C:12](=[CH:17][CH:16]=1)[NH:11][C:8](=[O:10])[C:7]([C:4]1[NH:5][N:6]=[C:2]([CH3:1])[CH:3]=1)=[C:19]2[C:21]1[CH:22]=[CH:23][CH:24]=[CH:25][CH:26]=1. Procedure: Synthesized from 5-methyl-2H-pyrazol-3-yl-acetic acid and (2-amino-5-chloro-phenyl)-phenyl-methanone according to general procedure 2. Yield 23%. The reactants are O=C1c2ccccc2OC(c2ccccc2)CC1Br, CN1CCNCC1, c1ccccc1. The product is CN1CCN(C2CC(c3ccccc3)Oc3ccccc3C2=O)CC1. RXN SMILES: [Br:1][CH:2]1[CH2:3][CH:4]([c:14]2[cH:15][cH:16][cH:17][cH:18][cH:19]2)[O:5][c:6]2[c:7]([cH:10][cH:11][cH:12][cH:13]2)[C:8]1=[O:9].[CH3:20][N:21]1[CH2:22][CH2:23][NH:24][CH2:25][CH2:26]1.[cH:27]1[cH:28][cH:29][cH:30][cH:31][cH:32]1>>[CH:2]1([N:24]2[CH2:23][CH2:22][N:21]([CH3:20])[CH2:26][CH2:25]2)[CH2:3][CH:4]([c:14]2[cH:15][cH:16][cH:17][cH:18][cH:19]2)[O:5][c:6]2[c:7]([cH:10][cH:11][cH:12][cH:13]2)[C:8]1=[O:9].